From a dataset of the Open Reaction Database (ORD), a public repository of structured organic reaction records. describe an organic reaction: reactants, conditions, products, and yield The reactants are BrC1=CC=C(C=C1)NC(C1=C(C=C(C(=C1)NC(=S)NC1=C(C(=CC=C1Cl)CNC(C(C)(C)C)=O)Cl)NC)F)=O (N-(4-Bromophenyl)-5-(3-{2,6-dichloro-3-[(2,2-dimethyl-propionylamino)-methyl]-phenyl}-thioureido)-2-fluoro-4-methylamino-benzamide), CC(N=C=NC(C)C)C (DIC). Run in CN(C)C=O (DMF). Conditions: temperature 80 celsius, time 8 hour. Product: BrC1=CC=C(C=C1)NC(=O)C1=CC2=C(N(C(=N2)NC2=C(C(=CC=C2Cl)CNC(C(C)(C)C)=O)Cl)C)C=C1F (N-(4-Bromo-phenyl)-2-{2,6-dichloro-3-[(2,2-dimethyl-propionylamino)-methyl]-phenylamino}-6-fluoro-1-methyl-1H-benzimidazole-5-carboxylic acid amide). As a reaction SMILES: [Br:1][C:2]1[CH:7]=[CH:6][C:5]([NH:8][C:9](=[O:39])[C:10]2[CH:15]=[C:14]([NH:16][C:17]([NH:19][C:20]3[C:25]([Cl:26])=[CH:24][CH:23]=[C:22]([CH2:27][NH:28][C:29](=[O:34])[C:30]([CH3:33])([CH3:32])[CH3:31])[C:21]=3[Cl:35])=S)[C:13]([NH:36][CH3:37])=[CH:12][C:11]=2[F:38])=[CH:4][CH:3]=1.CC(C)N=C=NC(C)C>CN(C=O)C>[Br:1][C:2]1[CH:7]=[CH:6][C:5]([NH:8][C:9]([C:10]2[C:11]([F:38])=[CH:12][C:13]3[N:36]([CH3:37])[C:17]([NH:19][C:20]4[C:25]([Cl:26])=[CH:24][CH:23]=[C:22]([CH2:27][NH:28][C:29](=[O:34])[C:30]([CH3:33])([CH3:32])[CH3:31])[C:21]=4[Cl:35])=[N:16][C:14]=3[CH:15]=2)=[O:39])=[CH:4][CH:3]=1. Procedure details: A mixture of crude N-(4-Bromophenyl)-5-(3-{2,6-dichloro-3-[(2,2-dimethyl-propionylamino)-methyl]-phenyl}-thioureido)-2-fluoro-4-methylamino-benzamide (400 mg), DIC (111 μl, 0.700 mmol) and DMF (5 mL) is stirred at 80° C. for 8 h. The crude mixture is concentrated and purified by flash chromatography (silica gel; DCM→DCM/EtOH 97:3) to give the title compound. Starting materials: C1(CC1)C1=CC=C(C(=N1)C(=O)O)NC=1C=NC=NC1 (6-cyclopropyl-3-(pyrimidin-5-ylamino)-pyridine-2-carboxylic acid), CCCP(=O)=O (propylphosphonic anhydride), C1(CCCCC1)N1N=C(C=C1N)C1=NC=CC=C1 (2-cyclohexyl-5-pyridin-2-yl-2H-pyrazol-3-ylamine), C(C)N(C(C)C)C(C)C (N-ethyldiisopropylamine). Conditions: time 8 hour. Product: C1(CCCCC1)N1N=C(C=C1NC(=O)C1=NC(=CC=C1NC=1C=NC=NC1)C1CC1)C1=NC=CC=C1 (6-Cyclopropyl-3-(pyrimidin-5-ylamino)-pyridine-2-carboxylic acid (2-cyclohexyl-5-pyridin-2-yl-2H-pyrazol-3-yl)-amide). The yield is 29.0%. As a reaction SMILES: [CH:1]1([C:4]2[N:9]=[C:8]([C:10]([OH:12])=O)[C:7]([NH:13][C:14]3[CH:15]=[N:16][CH:17]=[N:18][CH:19]=3)=[CH:6][CH:5]=2)[CH2:3][CH2:2]1.[CH:20]1([N:26]2[C:30]([NH2:31])=[CH:29][C:28]([C:32]3[CH:37]=[CH:36][CH:35]=[CH:34][N:33]=3)=[N:27]2)[CH2:25][CH2:24][CH2:23][CH2:22][CH2:21]1.C(N(C(C)C)C(C)C)C.CCCP(=O)=O>>[CH:20]1([N:26]2[C:30]([NH:31][C:10]([C:8]3[C:7]([NH:13][C:14]4[CH:15]=[N:16][CH:17]=[N:18][CH:19]=4)=[CH:6][CH:5]=[C:4]([CH:1]4[CH2:2][CH2:3]4)[N:9]=3)=[O:12])=[CH:29][C:28]([C:32]3[CH:37]=[CH:36][CH:35]=[CH:34][N:33]=3)=[N:27]2)[CH2:25][CH2:24][CH2:23][CH2:22][CH2:21]1. Procedure details: To a suspension of 6-cyclopropyl-3-(pyrimidin-5-ylamino)-pyridine-2-carboxylic acid (50 mg, 0.2 mmol; intermediate A-5) at r.t under an argon atmosphere were added 2-cyclohexyl-5-pyridin-2-yl-2H-pyrazol-3-ylamine (47 mg, 0.2 mmol) and N-ethyldiisopropylamine (0.1 ml, 0.6 mmol). The yellow suspension was cooled to 0°, and propylphosphonic anhydride (0.31 ml, 1 mmol; 50% in AcOEt) was added. The suspension was stirred at 0° for 30 min. and at r.t overnight. The solvent was evaporated. After silica... Reactants: CN1CCC(CC1)C1=CC=CC2=CC=CC=C12 (1-methyl-4-(1-naphthyl)piperidine), CN(C)C1=CC=CC2=C1C(=CC=C2)N(C)C (proton sponge), ClC(=O)OCC(Cl)(Cl)Cl (trichloroethyl chloroformate). The solvent is ClCCCl (1,2-dichloroethane). Conditions: temperature 115 celsius, time 8 hour. Product: C1(=CC=CC2=CC=CC=C12)C1CCN(CC1)C(=O)OCC(Cl)(Cl)Cl (4-(1-Naphthyl)-1-(2,2,2-trichloroethoxycarbonyl)piperidine). The yield is 99.9%. RXN SMILES: C[N:2]1[CH2:7][CH2:6][CH:5]([C:8]2[C:17]3[C:12](=[CH:13][CH:14]=[CH:15][CH:16]=3)[CH:11]=[CH:10][CH:9]=2)[CH2:4][CH2:3]1.CN(C1C2C(N(C)C)=CC=CC=2C=CC=1)C.Cl[C:35]([O:37][CH2:38][C:39]([Cl:42])([Cl:41])[Cl:40])=[O:36]>ClCCCl>[C:8]1([CH:5]2[CH2:6][CH2:7][N:2]([C:35]([O:37][CH2:38][C:39]([Cl:42])([Cl:41])[Cl:40])=[O:36])[CH2:3][CH2:4]2)[C:17]2[C:12](=[CH:13][CH:14]=[CH:15][CH:16]=2)[CH:11]=[CH:10][CH:9]=1. Procedure: To a solution of 1-methyl-4-(1-naphthyl)piperidine (0.5 g, 2.2 mmol) in 1,2-dichloroethane (30 mL) was added a proton sponge (2.1 g, 9.9 mmol) and trichloroethyl chloroformate (0.93 mL, 6.6 mmol), and the resulting mixture was stirred at 115° C. overnight. After cooling to room temperature, the reaction mixture was extracted with ethyl acetate, and the ethyl acetate layer was washed with 1 N hydrochloric acid and subsequently with a saturated aqueous sodium chloride. After drying over anhydrous ...